From a dataset of the Open Reaction Database (ORD), a public repository of structured organic reaction records. describe an organic reaction: reactants, conditions, products, and yield Reactants: ClC=1C=NC=C(C1C)Cl (3,5-dichloro-4-methylpyridine), CC1=CC=C(C=C1)S(=O)(=O)OC1=CC(OC2=C(C(=CC=C12)OC)OC1CCCC1)=O (8-(cyclopentyloxy)-7-methoxy-2-oxo-2H-chromen-4-yl 4-methylbenzenesulfonate). Product: C1(CCCC1)OC=1C(=CC=C2C(=CC(OC12)=O)CC1=C(C=NC=C1Cl)Cl)OC (8-(Cyclopentyloxy)-4-[(3,5-dichloropyridin-4-yl)methyl]-7-methoxy-2H-chromen-2-one). As a reaction SMILES: [Cl:1][C:2]1[CH:3]=[N:4][CH:5]=[C:6]([Cl:9])[C:7]=1[CH3:8].CC1C=CC(S(O[C:21]2[C:30]3[C:25](=[C:26]([O:33][CH:34]4[CH2:38][CH2:37][CH2:36][CH2:35]4)[C:27]([O:31][CH3:32])=[CH:28][CH:29]=3)[O:24][C:23](=[O:39])[CH:22]=2)(=O)=O)=CC=1>>[CH:34]1([O:33][C:26]2[C:27]([O:31][CH3:32])=[CH:28][CH:29]=[C:30]3[C:25]=2[O:24][C:23](=[O:39])[CH:22]=[C:21]3[CH2:8][C:7]2[C:6]([Cl:9])=[CH:5][N:4]=[CH:3][C:2]=2[Cl:1])[CH2:35][CH2:36][CH2:37][CH2:38]1. Procedure details: The title compound was prepared from 3,5-dichloro-4-methylpyridine and 8-(cyclopentyloxy)-7-methoxy-2-oxo-2H-chromen-4-yl 4-methylbenzenesulfonate following the procedure outlined in Example 1, Step 4. 1H NMR (400 MHz, DMSO-d6): δ 8.73 (s, 2H), 7.77 (d, 1H), 7.19 (d, 1H), 5.32 (s, 1H), 4.83 (m, 1H), 4.45 (s, 2H), 3.92 (s, 3H), 1.80-1.00 (m, 8H); MS (ESI): 419.9.